Dataset: the Open Reaction Database (ORD), a public repository of structured organic reaction records. Task: describe an organic reaction: reactants, conditions, products, and yield The reactants are C(C1=CC=CC=C1)N1N=NC(=C1)C=1SC(=C(N1)C)C(=O)O (2-(1-benzyl-1H-1,2,3-triazol-4-yl)-4-methylthiazole-5-carboxylic acid), FC1=CC=C(CN2N=NC(=C2)C=2SC(=C(N2)C)C(=O)O)C=C1 (2-(1-(4-fluorobenzyl)-1H-1,2,3-triazol-4-yl)-4-methylthiazole-5-carboxylic acid), N1=CC(=CC=C1)CN (pyridin-3-ylmethanamine). Product: FC1=CC=C(CN2N=NC(=C2)C=2SC(=C(N2)C)C(=O)NCC=2C=NC=CC2)C=C1 (2-(1-(4-fluorobenzyl)-1H-1,2,3-triazol-4-yl)-4-methyl-N-(pyridin-3-ylmethyl)thiazole-5-carboxamide). Isolated yield 64.0%. RXN SMILES: C([N:8]1[CH:12]=[C:11]([C:13]2S[C:15]([C:19](O)=O)=[C:16](C)[N:17]=2)N=N1)C1C=CC=CC=1.[F:22][C:23]1[CH:43]=[CH:42][C:26]([CH2:27][N:28]2[CH:32]=[C:31]([C:33]3[S:34][C:35]([C:39]([OH:41])=O)=[C:36]([CH3:38])[N:37]=3)[N:30]=[N:29]2)=[CH:25][CH:24]=1.N1C=CC=C(CN)C=1>>[F:22][C:23]1[CH:24]=[CH:25][C:26]([CH2:27][N:28]2[CH:32]=[C:31]([C:33]3[S:34][C:35]([C:39]([NH:8][CH2:12][C:11]4[CH:13]=[N:17][CH:16]=[CH:15][CH:19]=4)=[O:41])=[C:36]([CH3:38])[N:37]=3)[N:30]=[N:29]2)=[CH:42][CH:43]=1. Reported procedure: Following the procedure as described in Example 4, making variations as necessary to replace 2-(1-benzyl-1H-1,2,3-triazol-4-yl)-4-methylthiazole-5-carboxylic acid with 2-(1-(4-fluorobenzyl)-1H-1,2,3-triazol-4-yl)-4-methylthiazole-5-carboxylic acid to react with pyridin-3-ylmethanamine, the title compound was obtained as a white solid in 64% yield: mp 212-213° C. (ethyl acetate/hexanes); 1H NMR (300 MHz, CDCl3) δ 8.54 (br s, 1H), 8.46 (br s, 1H), 7.95 (s, 1H), 7.72-7.69 (m, 1H), 7.34-7.18 (m, 3H)... The reactants are C(=O)([O-])[O-].[K+].[K+] (K2CO3), Cl (HCl), O1CCOCC1 (dioxane), C(C#CC)N1CC2(CCN(CC2)C(=O)OC(C)(C)C)OC(C1)(F)F (Tert-butyl 8-but-2-ynyl-10,10-difluoro-11-oxa-3,8-diazaspiro[5.5]undecane-3-carboxylate). The solvent is ClCCl (dichloromethane), C(Cl)Cl.C(C)#N (DCM acetonitrile). Reaction conditions: time 1 hour. Product: C(C#CC)N1CC2(CCNCC2)OC(C1)(F)F (8-but-2-ynyl-10,10-difluoro-11-oxa-3,8-diazaspiro[5.5]undecane). The yield is 96.0%. Reaction SMILES: [CH2:1]([N:5]1[CH2:22][C:21]([F:24])([F:23])[O:20][C:7]2([CH2:12][CH2:11][N:10](C(OC(C)(C)C)=O)[CH2:9][CH2:8]2)[CH2:6]1)[C:2]#[C:3][CH3:4].Cl.O1CCOCC1.C([O-])([O-])=O.[K+].[K+]>ClCCl.C(Cl)Cl.C(#N)C>[CH2:1]([N:5]1[CH2:22][C:21]([F:23])([F:24])[O:20][C:7]2([CH2:8][CH2:9][NH:10][CH2:11][CH2:12]2)[CH2:6]1)[C:2]#[C:3][CH3:4] |f:3.4.5,7.8|. Reported procedure: Tert-butyl 8-but-2-ynyl-10,10-difluoro-11-oxa-3,8-diazaspiro[5.5]undecane-3-carboxylate (50.0 mg, 0.145 mmol) was dissolved in dichloromethane (1 mL) and treated with HCl in dioxane (1.3 mL of 4 M, 5.1 mmol). The reaction mixture was stirred for 1 h then concentrated in vacuo several times with acetonitrile to yield a white solid. The solid was dissolved in 1:1 DCM/acetonitrile and stirred with solid K2CO3 for 1 h. The mixture was filtered and concentrated to provide 8-but-2-ynyl-10,10-difluoro-... The reactants are CC(C)C[AlH]CC(C)C (DIBAL), CS(=O)(=O)C1=CC=C(C=C1)[C@@H](CC(=O)N1C(N([C@@H]([C@@H]1C1=CC=CC=C1)C)C)=O)C=1SC=CC1 ((4R,5S)-1-[(R)-3-(4-Methanesulfonyl-phenyl)-3-thiophen-2-yl-propionyl]-3,4-dimethyl-5-phenyl-imidazolidin-2-one), [O-]S(=O)(=O)[O-].[Na+].[Na+] (Glauber's salt). Solvent: ClCCl (dichloromethane). Reaction conditions: temperature -78 celsius, time 2 hour. Product: CS(=O)(=O)C1=CC=C(C=C1)[C@@H](CC=O)C=1SC=CC1 ((R)-3-(4-Methanesulfonyl-phenyl)-3-thiophen-2-yl-propionaldehyde). Isolated yield 39.0%. RXN SMILES: [CH3:1][S:2]([C:5]1[CH:10]=[CH:9][C:8]([C@H:11]([C:29]2[S:30][CH:31]=[CH:32][CH:33]=2)[CH2:12][C:13](N2[C@@H](C3C=CC=CC=3)[C@@H](C)N(C)C2=O)=[O:14])=[CH:7][CH:6]=1)(=[O:4])=[O:3].CC(C[AlH]CC(C)C)C.[O-]S([O-])(=O)=O.[Na+].[Na+]>ClCCl>[CH3:1][S:2]([C:5]1[CH:6]=[CH:7][C:8]([C@H:11]([C:29]2[S:30][CH:31]=[CH:32][CH:33]=2)[CH2:12][CH:13]=[O:14])=[CH:9][CH:10]=1)(=[O:4])=[O:3] |f:2.3.4|. Reported procedure: (4R,5S)-1-[(R)-3-(4-Methanesulfonyl-phenyl)-3-thiophen-2-yl-propionyl]-3,4-dimethyl-5-phenyl-imidazolidin-2-one (1.05 g, 2.18 mmol) was dissolved in dichloromethane (40 mL) under argon and the solution was cooled to −78° C. DIBAL solution (7 mL, 6.53 mmol) was then added dropwise and the solution stirred at −78° C. for a further 2 h. Crushed Glauber's salt (7 g) was then added and the reaction stirred vigorously at room temperature for 1 h. This was then filtered and stirred with basic alumina (... Reactants: Cl[Si](C)(C)Cl (dichlorodimethylsilane), [Mg] (magnesium), BrC=1CC2=CC=CC=C2C1 (2-bromoindene), [Mg] (magnesium), ClC=1C(C2=CC=CC=C2C1)[SiH](C)C (2-chlorodimethylsilylindene), 2-dibromoethane. The solvent is O1CCCC1 (THF), solution, O1CCCC1 (THF). Conditions: time 30 minute. Product: ClC=1C(C2=CC=CC(=C2C1C)C)[SiH3] (2-chloro-dimethyl-silylindene). The yield is 94.0%. As a reaction SMILES: [Mg].[Cl:2][C:3]1[CH:4]([SiH](C)C)[C:5]2[C:10]([CH:11]=1)=[CH:9][CH:8]=[CH:7][CH:6]=2.Br[C:16]1CC2C(C=1)=CC=CC=2.Cl[Si:26](Cl)([CH3:28])C>O1CCCC1>[Cl:2][C:3]1[CH:28]([SiH3:26])[C:6]2[C:5]([C:4]=1[CH3:16])=[C:10]([CH3:11])[CH:9]=[CH:8][CH:7]=2. Procedure details: Under nitrogen flow, 50 ml of THF (tetrahydrofuran) and 2.5 g (41 mmol) of magnesium was placed in a 1 liter 3-necked flask, to which 0.1 ml of 1 2-dibromoethane was added and stirred for 30 minutes to activate magnesium. After stirring, solvent was withdrawn and 50 ml of THF was newly added. To this, 5.0 g (25.6 mmol) of 2-bromoindene in THE (200 ml) solution was dropped in 2 hours. Then the solution was stirred at room temperature for 2 hours and cooled down to −78 ° C., to which 3.1 ml (25.6 ... Reactants: CC(C(=O)O)(C(NS(=O)(=O)C1=CC=CC=C1)=O)C (2,2-dimethyl-3-oxo-3-[(phenylsulfonyl)amino]propanoic acid), FC(C=1C=C(C=CC1)S(=O)(=O)Cl)(F)F (3-(trifluoromethyl)benzenesulfonyl chloride). The product is CC(C(=O)O)(C(NS(=O)(=O)C1=CC(=CC=C1)C(F)(F)F)=O)C (2,2-dimethyl-3-oxo-3-({[3-(trifluoromethyl)phenyl]sulfonyl}amino)propanoic acid). RXN SMILES: [CH3:1][C:2]([CH3:18])([C:6](=[O:17])[NH:7][S:8]([C:11]1[CH:16]=[CH:15][CH:14]=[CH:13][CH:12]=1)(=[O:10])=[O:9])[C:3]([OH:5])=[O:4].[F:19][C:20]([F:32])([F:31])C1C=C(S(Cl)(=O)=O)C=CC=1>>[CH3:1][C:2]([CH3:18])([C:6](=[O:17])[NH:7][S:8]([C:11]1[CH:16]=[CH:15][CH:14]=[C:13]([C:20]([F:32])([F:31])[F:19])[CH:12]=1)(=[O:10])=[O:9])[C:3]([OH:5])=[O:4]. Procedure: 2,2-dimethyl-3-oxo-3-({[3-(trifluoromethyl)phenyl]sulfonyl}amino)propanoic acid was prepared in the same manner as 2,2-dimethyl-3-oxo-3-[(phenylsulfonyl)amino]propanoic acid starting from 3-(trifluoromethyl)benzenesulfonyl chloride. The reactants are [N+](=O)([O-])C=1C(=NC=CC1)C1=CC=C(C=C1)F (3-nitro-2-(4-fluorophenyl)pyridine), C(=C)(C)[Mg]Br (isopropenyl magnesium bromide). Product: FC1=CC=C(C=C1)C=1N=CC=C2C1NC(=C2)C (7-(4-fluorophenyl)-2-methyl-1H-pyrrolo[2,3-c]pyridine). Yield: 37.0%. As a reaction SMILES: [N+:1]([C:4]1[C:5]([C:10]2[CH:15]=[CH:14][C:13]([F:16])=[CH:12][CH:11]=2)=[N:6][CH:7]=[CH:8][CH:9]=1)([O-])=O.[C:17]([Mg]Br)([CH3:19])=[CH2:18]>>[F:16][C:13]1[CH:14]=[CH:15][C:10]([C:5]2[N:6]=[CH:7][CH:8]=[C:9]3[CH:18]=[C:17]([CH3:19])[NH:1][C:4]=23)=[CH:11][CH:12]=1. Procedure details: In accordance with the same procedures as in Example 242, except for using 3-nitro-2-(4-fluorophenyl)pyridine prepared in Preparation 13 and isopropenyl magnesium bromide, the titled compound was obtained as a white solid. (Yield: 37%) Starting materials: C(C)OCCOCCO (diethylene glycol monoethyl ether), C(C1=CC=CC=C1)OC1=C2CCCC(C2=CC=C1)C(=O)N(CC=1C=NNC1)C=1C=NC(=CC1)C(C)C (5-benzyloxy-N-(6-isopropylpyridin-3-yl)-N-[(pyrazol-4-yl)methyl]-1,2,3,4-tetrahydronaphthalene-1-carboxamide). Product: C(C1=CC=CC=C1)OC1=C2CCCC(C2=CC=C1)C(=O)N(C=1C=NC(=CC1)C(C)C)CC=1C=NN(C1)CCOCCOCC (5-benzyloxy-N-({1-[2-(2-ethoxyethoxy)ethyl]pyrazol-4-yl}methyl)-N-(6-isopropylpyridin-3-yl)-1,2,3,4-tetrahydronaphthalene-1-carboxamide). Reaction SMILES: [CH2:1]([O:3][CH2:4][CH2:5][O:6][CH2:7][CH2:8]O)[CH3:2].[CH2:10]([O:17][C:18]1[CH:27]=[CH:26][CH:25]=[C:24]2[C:19]=1[CH2:20][CH2:21][CH2:22][CH:23]2[C:28]([N:30]([C:37]1[CH:38]=[N:39][C:40]([CH:43]([CH3:45])[CH3:44])=[CH:41][CH:42]=1)[CH2:31][C:32]1[CH:33]=[N:34][NH:35][CH:36]=1)=[O:29])[C:11]1[CH:16]=[CH:15][CH:14]=[CH:13][CH:12]=1>>[CH2:10]([O:17][C:18]1[CH:27]=[CH:26][CH:25]=[C:24]2[C:19]=1[CH2:20][CH2:21][CH2:22][CH:23]2[C:28]([N:30]([CH2:31][C:32]1[CH:33]=[N:34][N:35]([CH2:8][CH2:7][O:6][CH2:5][CH2:4][O:3][CH2:1][CH3:2])[CH:36]=1)[C:37]1[CH:38]=[N:39][C:40]([CH:43]([CH3:45])[CH3:44])=[CH:41][CH:42]=1)=[O:29])[C:11]1[CH:12]=[CH:13][CH:14]=[CH:15][CH:16]=1. Procedure: By the reaction and treatment of diethylene glycol monoethyl ether (1.5 mL) and 5-benzyloxy-N-(6-isopropylpyridin-3-yl)-N-[(pyrazol-4-yl)methyl]-1,2,3,4-tetrahydronaphthalene-1-carboxamide (0.72 g) in the same manner as in Example 394, 5-benzyloxy-N-({1-[2-(2-ethoxyethoxy)ethyl]pyrazol-4-yl}methyl)-N-(6-isopropylpyridin-3-yl)-1,2,3,4-tetrahydronaphthalene-1-carboxamide (0.89 g) was obtained.